This data is from the Open Reaction Database (ORD), a public repository of structured organic reaction records. The task is: describe an organic reaction: reactants, conditions, products, and yield Starting materials: ClC1=C(OC2=CC=CC(=N2)C#N)C=CC=C1 (6-o-Chlorophenoxy-2-cyanopyridine), C(C)(=O)O (acetic acid), [Na] (sodium). Reaction conditions: time 8 hour. Solvent: C[O-].[Na+] (sodium methoxide), CO (methanol), CO (methanol). As a reaction SMILES: ClC1C=CC=CC=1O[C:5]1[N:10]=[C:9]([C:11]#[N:12])[CH:8]=[CH:7][CH:6]=1.[Na].[C:18](O)(=[O:20])C>C[O-].[Na+].CO>[N:10]1[CH:5]=[CH:6][CH:7]=[CH:8][C:9]=1[C:11](=[NH:12])[O:20][CH3:18] |f:3.4,^1:16|. The product is N1=C(C=CC=C1)C(OC)=N (methyl 2-picoline imidate). Reported procedure: 6-o-Chlorophenoxy-2-cyanopyridine (10 g) was dissolved in a solution of sodium methoxide in methanol prepared from methanol (150 ml) and metallic sodium (0.50 g). After the solution was left to stand overnight, acetic acid (1.3 g) was added thereto, followed by concentration under reduced pressure. The resulting residue was dissolved in ether (200 ml) and insoluble materials were filtered out. The filtrate was concentrated under reduced pressure to obtain methyl 2-picoline imidate derivative. The reactants are Cl (hydrochloric acid), C(=O)C=1C=C(C(=O)O)C=CC1 (3-formylbenzoic acid), [OH-].[Na+] (sodium hydroxide), CC(=O)C1=C(C=CC(=C1)OC)OC (2,5-dimethoxyacetophenone). The solvent is C(C)O.O (ethanol water). Run at time 8 hour. The product is COC1=C(C=C(C=C1)OC)C(C=CC=1C=C(C(=O)O)C=CC1)=O (3-[3-(2,5-Dimethoxyphenyl)-3-oxo-1-propenyl]-benzoic acid). Yield: 69.8%. As a reaction SMILES: [CH:1]([C:3]1[CH:4]=[C:5]([CH:9]=[CH:10][CH:11]=1)[C:6]([OH:8])=[O:7])=O.[OH-].[Na+].[CH3:14][C:15]([C:17]1[CH:22]=[C:21]([O:23][CH3:24])[CH:20]=[CH:19][C:18]=1[O:25][CH3:26])=[O:16].Cl>C(O)C.O>[CH3:26][O:25][C:18]1[CH:19]=[CH:20][C:21]([O:23][CH3:24])=[CH:22][C:17]=1[C:15](=[O:16])[CH:14]=[CH:1][C:3]1[CH:4]=[C:5]([CH:9]=[CH:10][CH:11]=1)[C:6]([OH:8])=[O:7] |f:1.2,5.6|. Procedure: To a solution of 3-formylbenzoic acid (2.0 g, 13.3 mmol) and sodium hydroxide (1.32 g, 33 mmol) in 400 mL of ethanol/water (1:1) is added 2,5-dimethoxyacetophenone (2.4 g, 13.3 mmol) and the resulting solution is stirred overnight at room temperature. The mixture is acidified with concentrated hydrochloric acid and the resulting solid is collected by filtration after diluting the mixture with water (200 mL) to provide 2.9 g of the title compound; mp 152°-155° C.